Task: describe an organic reaction: reactants, conditions, products, and yield. Dataset: the Open Reaction Database (ORD), a public repository of structured organic reaction records Starting materials: CCC(=O)N(c1ccc(Cl)cc1)C1CC(C)N(C(=O)c2ccc(OCCCC(=O)O)cc2)c2ccccc21, O=C(Cl)c1ccc(F)cc1. Yields the product CC(=O)N(c1ccc(Cl)cc1)C1CC(C)N(C(=O)c2ccc(OCCCC(=O)O)cc2)c2ccccc21. RXN SMILES: [Cl:11][c:12]1[cH:13][cH:14][c:15]([N:18]([CH:19]2[CH2:20][CH:21]([CH3:44])[N:22]([C:29](=[O:30])[c:31]3[cH:32][cH:33][c:34]([O:35][CH2:36][CH2:37][CH2:38][C:39](=[O:40])[OH:41])[cH:42][cH:43]3)[c:23]3[cH:24][cH:25][cH:26][cH:27][c:28]32)[C:45]([CH2:46][CH3:47])=[O:48])[cH:16][cH:17]1.[F:1][c:2]1[cH:3][cH:4][c:5]([C:6]([Cl:7])=[O:8])[cH:9][cH:10]1>>[Cl:11][c:12]1[cH:13][cH:14][c:15]([N:18]([CH:19]2[CH2:20][CH:21]([CH3:44])[N:22]([C:29](=[O:30])[c:31]3[cH:32][cH:33][c:34]([O:35][CH2:36][CH2:37][CH2:38][C:39](=[O:40])[OH:41])[cH:42][cH:43]3)[c:23]3[cH:24][cH:25][cH:26][cH:27][c:28]32)[C:45]([CH3:46])=[O:48])[cH:16][cH:17]1. Starting materials: Cl.C(C)(OCC)=N (ethyl acetimidate hydrochloride), [K] (potassium), C(C)O (ethanol), C(C)O (ethanol), S(=O)(=O)(O)C1=CC=C(C)C=C1.CC1=NC=CC(=C1)C(C)=NO (2-methyl-4-acetylpyridine oxime tosylate). Run in CO (methanol), C1(=CC=CC=C1)C.C1CCCCC1.CC(=O)C (toluene cyclohexane acetone). Run at time 18 hour. Yields the product CC1=NC=CC(=C1)C=1N=C(NC1)C (2-methyl-4-(2-methyl-4-imidazolyl)pyridine). Reaction SMILES: [K].C(O)C.S(C1C=CC(C)=CC=1)(O)(=O)=O.[CH3:16][C:17]1[CH:22]=[C:21]([C:23](=[N:25]O)[CH3:24])[CH:20]=[CH:19][N:18]=1.Cl.[C:28](=[NH:33])(OCC)[CH3:29]>C1(C)C=CC=CC=1.C1CCCCC1.CC(C)=O.CO>[CH3:16][C:17]1[CH:22]=[C:21]([C:23]2[N:25]=[C:28]([CH3:29])[NH:33][CH:24]=2)[CH:20]=[CH:19][N:18]=1 |f:2.3,4.5,6.7.8,^1:0|. Reported procedure: To 570 mg. (14.2 mmoles) of potassium metal dissolved in 10 ml. of absolute ethanol was added a mixture of 4.33 g. (14.2 mmoles) of 2-methyl-4-acetylpyridine oxime tosylate in 20 ml. of absolute ethanol and the resulting mixture stirred at room temperature for 1.5 hours. The reaction was quenched with 100 ml. of ether and the potassium tosylate removed by filtration. Gaseous hydrogen chloride was bubbled into the filtrate for 5 minutes and the solution was concentrated. The residue was dissolved... Reactants: CCOC(=O)C(C)(C)Oc1ccc(OCCc2nc(-c3cccc(C#Cc4ccccc4)c3)oc2C)cc1, CCOC(C)=O. Yields the product C#Cc1cccc(-c2nc(CCOc3ccc(OC(C)(C)C(=O)OCC)cc3)c(C)o2)c1. RXN SMILES: [CH2:1]([CH3:2])[O:3][C:4]([C:5]([CH3:6])([O:7][c:8]1[cH:9][cH:10][c:11]([O:14][CH2:15][CH2:16][c:17]2[n:18][c:19](-[c:23]3[cH:24][c:25]([C:29]#[C:30][c:31]4[cH:32][cH:33][cH:34][cH:35][cH:36]4)[cH:26][cH:27][cH:28]3)[o:20][c:21]2[CH3:22])[cH:12][cH:13]1)[CH3:37])=[O:38].[CH3:39][CH2:40][O:41][C:42]([CH3:43])=[O:44]>>[CH2:1]([CH3:2])[O:3][C:4]([C:5]([CH3:6])([O:7][c:8]1[cH:9][cH:10][c:11]([O:14][CH2:15][CH2:16][c:17]2[n:18][c:19](-[c:23]3[cH:24][c:25]([C:29]#[CH:30])[cH:26][cH:27][cH:28]3)[o:20][c:21]2[CH3:22])[cH:12][cH:13]1)[CH3:37])=[O:38]. Reaction conditions: time 66 hour. Run in C(CCC)O (n-butanol). Procedure: A mixture of 4-(2-chloroethyl)benzenesulphonamide (2.00 g), 1-acetylpiperazine (1.17 g), sodium iodide (1.37 g) and sodium bicarbonate (0.84 g) in n-butanol was heated under reflux with stirring for 66 hours. The mixture was cooled slightly and filtered. The filtrate was allowed to stand and the solid that crystallised out was filtered off and recrystallised from ethyl acetate/methanol to give the title compound (1.10 g), m.p. 203°-204.5° C. As a reaction SMILES: Cl[CH2:2][CH2:3][C:4]1[CH:9]=[CH:8][C:7]([S:10]([NH2:13])(=[O:12])=[O:11])=[CH:6][CH:5]=1.[C:14]([N:17]1[CH2:22][CH2:21][NH:20][CH2:19][CH2:18]1)(=O)[CH3:15].[I-].[Na+].C(=O)(O)[O-].[Na+]>C(O)CCC>[N:17]1[CH:14]=[CH:15][C:14]([N:17]2[CH2:22][CH2:21][N:20]([CH2:2][CH2:3][C:4]3[CH:9]=[CH:8][C:7]([S:10]([NH2:13])(=[O:12])=[O:11])=[CH:6][CH:5]=3)[CH2:19][CH2:18]2)=[CH:15][CH:18]=1 |f:2.3,4.5|. Reactants: ClCCC1=CC=C(C=C1)S(=O)(=O)N (4-(2-chloroethyl)benzenesulphonamide), C(C)(=O)N1CCNCC1 (1-acetylpiperazine), [I-].[Na+] (sodium iodide), C([O-])(O)=O.[Na+] (sodium bicarbonate). Isolated yield 69.6%. Yields the product N1=CC=C(C=C1)N1CCN(CC1)CCC1=CC=C(C=C1)S(=O)(=O)N (4-{2-[4-(4-Pyridinyl)-1-piperazinyl]ethyl}benzenesulphonamide).